Dataset: the Open Reaction Database (ORD), a public repository of structured organic reaction records. Task: describe an organic reaction: reactants, conditions, products, and yield Starting materials: C(C)(=O)O (acetic acid), [OH-].[Na+] (Sodium hydroxide), [N+](=O)([O-])CC(=O)C1=CC=CC=C1 (2-Nitroacetophenone), ClC=1C(=NC=C(C1)C(F)(F)F)C=O (3-Chloro-5-(trifluoromethyl)pyridine-2-carboxaldehyde), C(C)O (ethanol). Solvent: O (water). Conditions: time 5 minute. The product is ClC=1C(=NC=C(C1)C(F)(F)F)C=CC(=O)C1=C(C=CC=C1)[N+](=O)[O-] (3-[3-Chloro-5-(trifluoromethyl)-2-pyridyl]-1-(2-nitrophenyl)-2-propen-1-one). Reaction SMILES: [OH-].[Na+].[N+:3]([CH2:6][C:7]([C:9]1C=CC=[CH:11][CH:10]=1)=O)([O-:5])=[O:4].[Cl:15][C:16]1[C:17]([CH:26]=O)=[N:18][CH:19]=[C:20]([C:22]([F:25])([F:24])[F:23])[CH:21]=1.[C:28]([OH:31])(=O)[CH3:29].[CH2:32](O)C>O>[Cl:15][C:16]1[C:17]([CH:26]=[CH:32][C:28]([C:29]2[CH:11]=[CH:10][CH:9]=[CH:7][C:6]=2[N+:3]([O-:5])=[O:4])=[O:31])=[N:18][CH:19]=[C:20]([C:22]([F:23])([F:24])[F:25])[CH:21]=1 |f:0.1|. Procedure: Sodium hydroxide (0.55 g) was dissolved in water (5 ml) and the resulting solution was diluted with ethanol (3 ml). 2-Nitroacetophenone (1.8 g) was added at 20° C., and the solution was stirred for 5 minutes. 3-Chloro-5-(trifluoromethyl)pyridine-2-carboxaldehyde (2.25 g) was added and stirring was continued for 16 hours. The solution was acidified with acetic acid, the organic layer separated, dried over magnesium sulfate, filtered and evaporated to give a brown oil. Silica gel column chromatogr... Reactants: CCNC(=O)NOCC(=O)O, CCOC(OCC)C(C)N(Cc1csc2ccccc12)C(=O)C(N)CC(=O)NC(c1ccccc1)(c1ccccc1)c1ccccc1. The product is CCNC(=O)NOCC(=O)NC(CC(=O)NC(c1ccccc1)(c1ccccc1)c1ccccc1)C(=O)N(Cc1csc2ccccc12)C(C)C(OCC)OCC. RXN SMILES: [CH2:1]([CH3:2])[NH:3][C:4]([NH:5][O:6][CH2:7][C:8](=[O:9])[OH:10])=[O:11].[NH2:12][CH:13]([C:14](=[O:15])[N:16]([CH:17]([CH:18]([O:19][CH2:20][CH3:21])[O:22][CH2:23][CH3:24])[CH3:25])[CH2:26][c:27]1[c:28]2[c:29]([s:30][cH:31]1)[cH:32][cH:33][cH:34][cH:35]2)[CH2:36][C:37](=[O:38])[NH:39][C:40]([c:41]1[cH:42][cH:43][cH:44][cH:45][cH:46]1)([c:47]1[cH:48][cH:49][cH:50][cH:51][cH:52]1)[c:53]1[cH:54][cH:55][cH:56][cH:57][cH:58]1>>[CH2:1]([CH3:2])[NH:3][C:4]([NH:5][O:6][CH2:7][C:8](=[O:10])[NH:12][CH:13]([C:14](=[O:15])[N:16]([CH:17]([CH:18]([O:19][CH2:20][CH3:21])[O:22][CH2:23][CH3:24])[CH3:25])[CH2:26][c:27]1[c:28]2[c:29]([s:30][cH:31]1)[cH:32][cH:33][cH:34][cH:35]2)[CH2:36][C:37](=[O:38])[NH:39][C:40]([c:41]1[cH:42][cH:43][cH:44][cH:45][cH:46]1)([c:47]1[cH:48][cH:49][cH:50][cH:51][cH:52]1)[c:53]1[cH:54][cH:55][cH:56][cH:57][cH:58]1)=[O:11]. Starting materials: CC1=C(NC2=C1C(N(CCC2)CCN2CCCCC2)=O)C=O (3-methyl-4-oxo-5-(2-piperidin-1-yl-ethyl)-1,4,5,6,7,8-hexahydro-pyrrolo[3,2-c]azepine-2-carbaldehyde), COC1=CC=C(C=C1)C=1C=C2CC(NC2=CC1)=O (5-(4-methoxy-phenyl)-1,3-dihydro-indol-2-one). Product: COC1=CC=C(C=C1)C=1C=C2/C(/C(NC2=CC1)=O)=C/C1=C(C=2C(N(CCCC2N1)CCN1CCCCC1)=O)C ((Z)-2-[5-(4-methoxy-phenyl)-2-oxo-1,2-dihydro-indol-3-ylidenemethyl]-3-methyl-5-(2-piperidin-1-yl-ethyl)-5,6,7,8-tetrahydro-1H-pyrrolo[3,2-c]azepin-4-one). Yield: 68.7%. As a reaction SMILES: [CH3:1][C:2]1[C:6]2[C:7](=[O:20])[N:8]([CH2:12][CH2:13][N:14]3[CH2:19][CH2:18][CH2:17][CH2:16][CH2:15]3)[CH2:9][CH2:10][CH2:11][C:5]=2[NH:4][C:3]=1[CH:21]=O.[CH3:23][O:24][C:25]1[CH:30]=[CH:29][C:28]([C:31]2[CH:32]=[C:33]3[C:37](=[CH:38][CH:39]=2)[NH:36][C:35](=[O:40])[CH2:34]3)=[CH:27][CH:26]=1>>[CH3:23][O:24][C:25]1[CH:30]=[CH:29][C:28]([C:31]2[CH:32]=[C:33]3[C:37](=[CH:38][CH:39]=2)[NH:36][C:35](=[O:40])/[C:34]/3=[CH:21]\[C:3]2[NH:4][C:5]3[CH2:11][CH2:10][CH2:9][N:8]([CH2:12][CH2:13][N:14]4[CH2:15][CH2:16][CH2:17][CH2:18][CH2:19]4)[C:7](=[O:20])[C:6]=3[C:2]=2[CH3:1])=[CH:27][CH:26]=1. Procedure: The title compound was prepared under the same conditions as described in step 5 of Example 32 with 3-methyl-4-oxo-5-(2-piperidin-1-yl-ethyl)-1,4,5,6,7,8-hexahydro-pyrrolo[3,2-c]azepine-2-carbaldehyde 32d obtained from step 4 of Example 32 and 5-(4-methoxy-phenyl)-1,3-dihydro-indol-2-one as starting materials to obtain (Z)-2-[5-(4-methoxy-phenyl)-2-oxo-1,2-dihydro-indol-3-ylidenemethyl]-3-methyl-5-(2-piperidin-1-yl-ethyl)-5,6,7,8-tetrahydro-1H-pyrrolo[3,2-c]azepin-4-one 34 (68 mg, yield 68.7%) a... The reactants are CCCCCC (n-hexane), C(C)(=O)[O-].[Na+] (sodium acetate), C1(CCCCC1)CN(C(NCCCl)=O)[C@]1([C@H]([C@@](O)(O[C@@H]([C@H]1O)CO)CCCC)O)O (3-cyclohexylmethyl-3-(n-butyl α-D-glucopyranose-3-yl)-1-(2-chloroethyl)urea), [N+](=O)([N+](=O)[O-])[O-] (dinitrogen tetraoxide). Solvent: O1CCCC1 (tetrahydrofuran), C(C)(=O)O (acetic acid). Run at time 5 minute. Yields the product C1(CCCCC1)CN(C(N(N=O)CCCl)=O)[C@]1([C@H]([C@@](O)(O[C@@H]([C@H]1O)CO)CCCC)O)O (3-cyclohexylmethyl-3-(n-butyl α-D-glucopyranose-3-yl)-1-(2-chloroethyl)-1-nitrosourea). Yield: 37.3%. As a reaction SMILES: C([O-])(=O)C.[Na+].[CH:6]1([CH2:12][N:13]([C@:20]2([OH:35])[C@H:26]([OH:27])[C@@H:25]([CH2:28][OH:29])[O:24][C@:22]([CH2:30][CH2:31][CH2:32][CH3:33])([OH:23])[C@@H:21]2[OH:34])[C:14](=[O:19])[NH:15][CH2:16][CH2:17][Cl:18])[CH2:11][CH2:10][CH2:9][CH2:8][CH2:7]1.[N+:36]([O-])([N+]([O-])=O)=[O:37].CCCCCC>O1CCCC1.C(O)(=O)C>[CH:6]1([CH2:12][N:13]([C@:20]2([OH:35])[C@H:26]([OH:27])[C@@H:25]([CH2:28][OH:29])[O:24][C@:22]([CH2:30][CH2:31][CH2:32][CH3:33])([OH:23])[C@@H:21]2[OH:34])[C:14](=[O:19])[N:15]([CH2:16][CH2:17][Cl:18])[N:36]=[O:37])[CH2:11][CH2:10][CH2:9][CH2:8][CH2:7]1 |f:0.1|. Procedure: Anhydrous sodium acetate (15 g) was added to a solution of 3-cyclohexylmethyl-3-(n-butyl α-D-glucopyranose-3-yl)-1-(2-chloroethyl)urea (3.94 g, 9.02 mmol) in a mixture of tetrahydrofuran (120 ml) and acetic acid (20 ml), and dinitrogen tetraoxide gas (4 g) was introduced into the mixture with well stirring at 0° to 5° C. spending 5 minutes. After the mixture was stirred at the same temperature for further 30 minutes to complete reaction, n-hexane (200 ml) was added and insoluble matter was filte... Reactants: solution, aldehyde, CN(C)C=O (DMF), C1(=C(C(=O)C(=C(C1=O)Cl)Cl)Cl)Cl (chloranil), CN1CCCC1=O (NMP), solution, CN(C)C=O (DMF). Run at time 18 hour. Yields the product N1=CNC2=C1C=CC=C2 (Benzimidazole). Reaction SMILES: [C:1]1(Cl)[C:7](=O)[C:6](Cl)=[C:5](Cl)[C:3](=O)[C:2]=1Cl.C[N:14]1[C:18](=O)CCC1.C[N:21](C=O)C>>[N:21]1[C:2]2[CH:3]=[CH:5][CH:6]=[CH:7][C:1]=2[NH:14][CH:18]=1. Procedure: Each resin was suspended in DMF (200 μL) and a 1 M solution of the aldehyde in DMF was added (0.20 mmol, 200 μL), followed by a 0.25 M solution of chloranil in NMP (0.20 mmol, 800 μL). The resins were shaken for 18 h, the liquid was drained and the resins were washed successively with 1.2-mL portions of NMP (3×), 1 M DIEA/NMP (2×), NMP (3×), MeOH (3×) and DCM (4×). The reaction block was placed in a vacuum chamber for 30 min in order to dry the resin. Reactants: COC(=O)c1c(I)cc(Cl)cc1CBr, CCOC(C)=O, Cc1ccccc1, CCCCCC, NCc1ccc(Cl)cc1, [K+], [K+], O=C([O-])[O-]. The product is O=C1c2c(I)cc(Cl)cc2CN1Cc1ccc(Cl)cc1. Reaction SMILES: [CH3:1][O:2][C:3]([c:4]1[c:5]([CH2:12][Br:13])[cH:6][c:7]([Cl:11])[cH:8][c:9]1[I:10])=[O:14].[CH3:30][CH2:31][O:32][C:33](=[O:34])[CH3:35].[CH3:36][c:37]1[cH:38][cH:39][cH:40][cH:41][cH:42]1.[CH3:43][CH2:44][CH2:45][CH2:46][CH2:47][CH3:48].[Cl:15][c:16]1[cH:17][cH:18][c:19]([CH2:20][NH2:21])[cH:22][cH:23]1.[K+:24].[K+:25].[O-:26][C:27]([O-:28])=[O:29]>>[C:3]1(=[O:14])[c:4]2[c:5]([cH:6][c:7]([Cl:11])[cH:8][c:9]2[I:10])[CH2:12][N:21]1[CH2:20][c:19]1[cH:18][cH:17][c:16]([Cl:15])[cH:23][cH:22]1. Starting materials: [Br-], CC(C)(C)OC(=O)NCCCBr, O=c1[nH]c(=O)n(Cc2ccccc2)cc1Br, CN(C)C=O, CCCC[N+](CCCC)(CCCC)CCCC, [Na+], [OH-]. Yields the product CC(C)(C)OC(=O)NCCCn1c(=O)c(Br)cn(Cc2ccccc2)c1=O. Reaction SMILES: [Br-:36].[C:19]([CH3:20])([CH3:21])([CH3:22])[O:23][C:24](=[O:25])[NH:26][CH2:27][CH2:28][CH2:29][Br:30].[CH2:1]([c:2]1[cH:3][cH:4][cH:5][cH:6][cH:7]1)[n:8]1[c:9](=[O:16])[nH:10][c:11](=[O:15])[c:12]([Br:14])[cH:13]1.[CH3:31][N:32]([CH3:33])[CH:34]=[O:35].[CH3:37][CH2:38][CH2:39][CH2:40][N+:41]([CH2:42][CH2:43][CH2:44][CH3:45])([CH2:46][CH2:47][CH2:48][CH3:49])[CH2:50][CH2:51][CH2:52][CH3:53].[Na+:18].[OH-:17]>>[CH2:1]([c:2]1[cH:3][cH:4][cH:5][cH:6][cH:7]1)[n:8]1[c:9](=[O:16])[n:10]([CH2:29][CH2:28][CH2:27][NH:26][C:24]([O:23][C:19]([CH3:20])([CH3:21])[CH3:22])=[O:25])[c:11](=[O:15])[c:12]([Br:14])[cH:13]1. The reactants are O=S(Cl)Cl (SOCl2), CCO (EtOH), N1(C=NC=C1)C=1CCC2=CC=C(C=C2C1)C(=O)O (1,2-dihydro-3-(1-imidazolyl)-6-carboxy-naphthalene). Reaction conditions: time 8 hour. The product is N1(C=NC=C1)C=1CCC2=CC=C(C=C2C1)C(=O)OCC (1,2-dihydro-3-(1-imidazolyl)-6-ethoxycarbonyl-naphthalene). As a reaction SMILES: O=S(Cl)Cl.[N:5]1([C:10]2[CH2:11][CH2:12][C:13]3[C:18]([CH:19]=2)=[CH:17][C:16]([C:20]([OH:22])=[O:21])=[CH:15][CH:14]=3)[CH:9]=[CH:8][N:7]=[CH:6]1.[CH3:23][CH2:24]O>>[N:5]1([C:10]2[CH2:11][CH2:12][C:13]3[C:18]([CH:19]=2)=[CH:17][C:16]([C:20]([O:22][CH2:23][CH3:24])=[O:21])=[CH:15][CH:14]=3)[CH:9]=[CH:8][N:7]=[CH:6]1. Reported procedure: EtOH absolute (14.4 ml) was added slowly to SOCl2 (2.2 ml) at 0° C. and the mixture was heated at room temperature and 1,2-dihydro-3-(1-imidazolyl)-6-carboxy-naphthalene (7 g) was added. The reaction mixture was refluxed for one day, then was stirred overnight at room temperature. The solvent and the excess of SOCl2 were evaporated under reduced pressure and the residue was chromatographed on silica gel using CHCl3 :CH3OH (50:5) as eluant to give 1,2-dihydro-3-(1-imidazolyl)-6-ethoxycarbonyl-nap...